From a dataset of the Open Reaction Database (ORD), a public repository of structured organic reaction records. describe an organic reaction: reactants, conditions, products, and yield Solvent: N1CCCCC1 (piperidine). Starting materials: C1(CC1)C(=O)N1N=C(C=2C1=CN=C(C2)C=2C=NC(=CC2)C)NC(=O)C2CC2 (Cyclopropanecarboxylic acid [1-(1-cyclopropylmethanoyl)-5-(6-methylpyridin-3-yl)-1H-pyrazolo[3,4-c]pyridin-3-yl]amide). Conditions: time 16 hour. Procedure details: Cyclopropanecarboxylic acid [1-(1-cyclopropylmethanoyl)-5-(6-methylpyridin-3-yl)-1H-pyrazolo[3,4-c]pyridin-3-yl]amide (Description 4; 196 mg, 0.542 mmol), was dissolved in piperidine (2 mL) and stirred at room temperature for 16 hours. The piperidine was removed in vacuo, and the resulting oily residue was triturated with water to give the title compound as a solid. Reaction SMILES: C1(C([N:6]2[C:10]3=[CH:11][N:12]=[C:13]([C:15]4[CH:16]=[N:17][C:18]([CH3:21])=[CH:19][CH:20]=4)[CH:14]=[C:9]3[C:8]([NH:22][C:23]([CH:25]3[CH2:27][CH2:26]3)=[O:24])=[N:7]2)=O)CC1>N1CCCCC1>[CH3:21][C:18]1[N:17]=[CH:16][C:15]([C:13]2[CH:14]=[C:9]3[C:8]([NH:22][C:23]([CH:25]4[CH2:27][CH2:26]4)=[O:24])=[N:7][NH:6][C:10]3=[CH:11][N:12]=2)=[CH:20][CH:19]=1. Product: CC1=CC=C(C=N1)C=1C=C2C(=CN1)NN=C2NC(=O)C2CC2 (Cyclopropanecarboxylic acid [5-(6-methylpyridin-3-yl)-1H-pyrazolo[3,4-c]pyridin-3-yl]amide). Reactants: NC1=CC=C(C(=N1)[C@]1(N=C([C@@](OC1)(C(F)(F)F)C)N)C)F ((2R,5R)-5-(6-amino-3-fluoro-pyridin-2-yl)-2,5-dimethyl-2-trifluoromethyl-5,6-dihydro-2H-[1,4]oxazin-3-yl amine), NC1=CC=C(C(=N1)[C@@]1(N=C([C@@](OC1)(C(F)(F)F)C)N)C)F ((2R,5S)-5-(6-Amino-3-fluoro-pyridin-2-yl)-2,5-dimethyl-2-trifluoromethyl-5,6-dihydro-2H-[1,4]oxazin-3-yl amine), CC(C)(C)OC(=O)OC(=O)OC(C)(C)C (Boc2O), CCN(C(C)C)C(C)C (Hünig's base), ClCCl (dichloromethane). Product: NC1=N[C@](CO[C@]1(C(F)(F)F)C)(C)C1=C(C=CC(=N1)NC(=O)C1=NC=C(C=C1Cl)C#N)F (3-Chloro-5-cyano-pyridine-2-carboxylic acid [6-((3R,6R)-5-amino-3,6-dimethyl-6-trifluoromethyl-3,6-dihydro-2H-[1,4]oxazin-3-yl)-5-fluoro-pyridin-2-yl]-amide). Reaction SMILES: [NH2:1][C:2]1[N:7]=[C:6]([C@:8]2([CH3:20])[CH2:13][O:12][C@@:11]([CH3:18])([C:14]([F:17])([F:16])[F:15])[C:10]([NH2:19])=[N:9]2)[C:5]([F:21])=[CH:4][CH:3]=1.NC1N=C([C@@:29]2(C)[CH2:34][O:33][C@@:32]([CH3:39])([C:35](F)(F)F)[C:31](N)=[N:30]2)C(F)=CC=1.CC(OC(OC(OC(C)(C)C)=O)=O)(C)C.CC[N:60](C(C)C)C(C)C.Cl[CH2:68][Cl:69]>>[NH2:19][C:10]1[C@:11]([CH3:18])([C:14]([F:15])([F:17])[F:16])[O:12][CH2:13][C@:8]([C:6]2[N:7]=[C:2]([NH:1][C:34]([C:29]3[C:68]([Cl:69])=[CH:39][C:32]([C:35]#[N:60])=[CH:31][N:30]=3)=[O:33])[CH:3]=[CH:4][C:5]=2[F:21])([CH3:20])[N:9]=1. Procedure details: A solution of (2R,5R)-5-(6-amino-3-fluoro-pyridin-2-yl)-2,5-dimethyl-2-trifluoromethyl-5,6-dihydro-2H-[1,4]oxazin-3-yl amine and (2R,5S)-5-(6-Amino-3-fluoro-pyridin-2-yl)-2,5-dimethyl-2-trifluoromethyl-5,6-dihydro-2H-[1,4]oxazin-3-yl amine (10.99 g, 35.9 mmol, ca. 3:1 mixture), Boc2O (7.05 g, 32.3 mmol) and Hünig's base (7.52 ml, 43.1 mmol) in dichloromethane (120 ml) was stirred at 0° C. for 4 hours and then at rt over night. The reaction mixture was evaporated and the residue was diluted with ...